Dataset: the Open Reaction Database (ORD), a public repository of structured organic reaction records. Task: describe an organic reaction: reactants, conditions, products, and yield Starting materials: COC=1C=CC2=NC3=C(N(C(C4=CC=CC(=C34)C)=O)C3=CC=C(C=C3)[N+](=O)[O-])N2C1 (9-methoxy-1-methyl-6-(4-nitrophenyl)-pyrido[2′,1′:2,3]imidazo-[4,5-c]isoquinolin-5(6H)-one), Br (HBr). Yields the product hydrobromide salt, OC=1C=CC2=NC3=C(N(C(C4=CC=CC(=C34)C)=O)C3=CC=C(C=C3)[N+](=O)[O-])N2C1 (9-hydroxy-1-methyl-6-(4-nitrophenyl)-pyrido[2′,1′:2,3]imidazo[4,5-c]isoquinolin-5(6H)-one). Yield: 18.5%. As a reaction SMILES: C[O:2][C:3]1[CH:4]=[CH:5][C:6]2[N:29]([CH:30]=1)[C:9]1[N:10]([C:20]3[CH:25]=[CH:24][C:23]([N+:26]([O-:28])=[O:27])=[CH:22][CH:21]=3)[C:11](=[O:19])[C:12]3[C:17]([C:8]=1[N:7]=2)=[C:16]([CH3:18])[CH:15]=[CH:14][CH:13]=3.Br>>[OH:2][C:3]1[CH:4]=[CH:5][C:6]2[N:29]([CH:30]=1)[C:9]1[N:10]([C:20]3[CH:25]=[CH:24][C:23]([N+:26]([O-:28])=[O:27])=[CH:22][CH:21]=3)[C:11](=[O:19])[C:12]3[C:17]([C:8]=1[N:7]=2)=[C:16]([CH3:18])[CH:15]=[CH:14][CH:13]=3. Procedure: A suspension of 9-methoxy-1-methyl-6-(4-nitrophenyl)-pyrido[2′,1′:2,3]imidazo-[4,5-c]isoquinolin-5(6H)-one (I30) (0.14 mmol, 0.056 g) in a concentrated aqueous HBr solution (5 ml) was refluxed overnight. The reaction mixture was concentrated under reduced pressure. The crude product was brought on a filter and washed with isopropanol and isopropylether to give the hydrobromide salt of 9-hydroxy-1-methyl-6-(4-nitrophenyl)-pyrido[2′,1′:2,3]imidazo[4,5-c]isoquinolin-5(6H)-one (110) (0.010 g, yield=... The reactants are C(CCCCCCCCCC#CCC)OC1OCCCC1 (2-Tetradec-11-ynyloxy-tetrahydro-pyran), C(Br)(Br)(Br)Br (carbon tetrabromide), C1(=CC=CC=C1)P(C1=CC=CC=C1)C1=CC=CC=C1 (triphenylphosphine). Solvent: ClCCl (dichloromethane). Conditions: time 5 hour. The product is BrCCCCCCCCCCC#CCC (14-Bromo-tetradec-3-yne). Yield: 87.0%. As a reaction SMILES: [CH2:1](OC1CCCCO1)[CH2:2][CH2:3][CH2:4][CH2:5][CH2:6][CH2:7][CH2:8][CH2:9][CH2:10][C:11]#[C:12][CH2:13][CH3:14].C(Br)(Br)(Br)[Br:23].C1(P(C2C=CC=CC=2)C2C=CC=CC=2)C=CC=CC=1>ClCCl>[Br:23][CH2:1][CH2:2][CH2:3][CH2:4][CH2:5][CH2:6][CH2:7][CH2:8][CH2:9][CH2:10][C:11]#[C:12][CH2:13][CH3:14]. Reported procedure: The alkynyl ether 16 (5.62 g, 0.0191 mol) in dichloromethane (150 ml) at 0° C. was treated successively with carbon tetrabromide (8.23 g, 0.0248 mol) and triphenylphosphine (13 g, 0.050 mol) and stirred for 5 h at r.t. The solution was treated with silica gel, the solvent removed invacuo and the dry residue loaded onto a prepared flash column. Elution with hexanes yielded the pure bromide 17 (87% from 15); δH (270 MHz, CDCl3) 1.10 (3H, t, J 7.4), 1.27-1.54 (14H, m), 1.84 (2H, quin, J 7.3), 2.15 ... Reactants: BrC1C(OCCC1)O (3-bromo-tetrahydropyran-2-ol), C(C)(=O)O.C(=N)N (formamidine acetate), C(C)NCC (diethylamine), CN(C=O)C (N,N-dimethylformamide). Run at temperature 80 celsius, time 4 hour. Product: C(C(=O)O)(=O)O.N1C=NC(=C1)CCCO (3-(1H-imidazol-4-yl)propanol oxalate). Isolated yield 42.0%. RXN SMILES: Br[CH:2]1[CH2:7][CH2:6][CH2:5][O:4][CH:3]1[OH:8].C(O)(=[O:11])C.[CH:13]([NH2:15])=[NH:14].C(NCC)C.CN(C)[CH:23]=[O:24]>>[C:23]([OH:24])(=[O:11])[C:3]([OH:8])=[O:4].[NH:14]1[CH:3]=[C:2]([CH2:7][CH2:6][CH2:5][OH:4])[N:15]=[CH:13]1 |f:1.2,5.6|. Reported procedure: 5.0 g of 3-bromo-tetrahydropyran-2-ol prepared in Example 1 and 5.75 g of formamidine acetate were added to 25 ml of N,N-dimethylformamide and 9 ml of diethylamine was added dropwise thereto. The reaction mixture was stirred for about 4 hours at 80° C. and distilled in vacuo for about 1 hour at the same temperature to remove the solvent. The resulting oily residue was diluted with 25 ml of acetone and 4.97 g of oxalic acid was slowly added thereto for crystallization. The reaction mixture was st... The reactants are C(C=C)ON=C1C[C@H](N(C1)C(=O)OC(C)(C)C)C(=O)O ((2S,4EZ)-4-[(allyloxy)-imino]-1-(tert-butoxycarbonyl)-2-pyrrolidinecarboxylic acid), COCC(=O)Cl (methoxyacetyl chloride), C(C)N1C2=CC=CC=C2C=2C=C(C=CC12)N (9-ethyl-9H-carbazol-3-amine). The product is C(C=C)ON=C1C[C@H](N(C1)C(COC)=O)C(=O)NC=1C=CC=2N(C3=CC=CC=C3C2C1)CC ((2S,4EZ)-4-[(allyloxy)imino]-N-(9-ethyl-9H-carbazol-3-yl)-1-(methoxyacetyl)-2-pyrrolidinecarboxamide). RXN SMILES: [CH2:1]([O:4][N:5]=[C:6]1[CH2:10][N:9]([C:11]([O:13]C(C)(C)C)=O)[C@H:8]([C:18]([OH:20])=O)[CH2:7]1)[CH:2]=[CH2:3].[CH3:21][O:22][CH2:23]C(Cl)=O.[CH2:27]([N:29]1[C:41]2[CH:40]=[CH:39][C:38]([NH2:42])=[CH:37][C:36]=2[C:35]2[C:30]1=[CH:31][CH:32]=[CH:33][CH:34]=2)[CH3:28]>>[CH2:1]([O:4][N:5]=[C:6]1[CH2:10][N:9]([C:11](=[O:13])[CH2:23][O:22][CH3:21])[C@H:8]([C:18]([NH:42][C:38]2[CH:39]=[CH:40][C:41]3[N:29]([CH2:27][CH3:28])[C:30]4[C:35]([C:36]=3[CH:37]=2)=[CH:34][CH:33]=[CH:32][CH:31]=4)=[O:20])[CH2:7]1)[CH:2]=[CH2:3]. Procedure: Following the general method as outlined in Example 22, starting from (2S,4EZ)-4-[(allyloxy)-imino]-1-(tert-butoxycarbonyl)-2-pyrrolidinecarboxylic acid, methoxyacetyl chloride, and 9-ethyl-9H-carbazol-3-amine the title compound was obtained in 74% purity by LC/MS. MS(ESI+): m/z=449.2. RXN SMILES: [CH2:1]([c:2]1[cH:3][cH:4][cH:5][cH:6][cH:7]1)[O:8][C:9](=[O:10])[N:11]1[CH2:12][CH2:13][C:14]2([CH2:15][C:16](=[O:21])[N:17]([OH:20])[C:18]2=[O:19])[CH2:22][CH2:23]1.[CH3:30][N:31]([CH3:32])[CH:33]=[O:34].[Cl:26][CH2:27][C:28]#[N:29].[H-:24].[Na+:25]>>[CH2:1]([c:2]1[cH:3][cH:4][cH:5][cH:6][cH:7]1)[O:8][C:9](=[O:10])[N:11]1[CH2:12][CH2:13][C:14]2([CH2:15][C:16](=[O:21])[N:17]([O:20][CH2:27][C:28]#[N:29])[C:18]2=[O:19])[CH2:22][CH2:23]1. The product is N#CCON1C(=O)CC2(CCN(C(=O)OCc3ccccc3)CC2)C1=O. The reactants are O=C(OCc1ccccc1)N1CCC2(CC1)CC(=O)N(O)C2=O, CN(C)C=O, N#CCCl, [H-], [Na+]. The reactants are C(C=C)(=O)N(C1=CC=C(C=C1)[N+](=O)[O-])C (N-acryloyl-N-methyl-4-nitro-aniline), C(C)(C)(C)OC(=O)N1CCNCC1 (N-tert.butoxycarbonyl-piperazine). Product: C(C)(C)(C)OC(=O)N1CCN(CC1)CCC(=O)N(C1=CC=C(C=C1)[N+](=O)[O-])C (N-[(2-(4-tert.butoxycarbonyl-piperazin-1-yl)-ethyl)-carbonyl]-N-methyl-4-nitro-aniline). RXN SMILES: [C:1]([N:5]([CH3:15])[C:6]1[CH:11]=[CH:10][C:9]([N+:12]([O-:14])=[O:13])=[CH:8][CH:7]=1)(=[O:4])[CH:2]=[CH2:3].[C:16]([O:20][C:21]([N:23]1[CH2:28][CH2:27][NH:26][CH2:25][CH2:24]1)=[O:22])([CH3:19])([CH3:18])[CH3:17]>>[C:16]([O:20][C:21]([N:23]1[CH2:28][CH2:27][N:26]([CH2:3][CH2:2][C:1]([N:5]([CH3:15])[C:6]2[CH:11]=[CH:10][C:9]([N+:12]([O-:14])=[O:13])=[CH:8][CH:7]=2)=[O:4])[CH2:25][CH2:24]1)=[O:22])([CH3:19])([CH3:17])[CH3:18]. Reported procedure: Prepared from N-acryloyl-N-methyl-4-nitro-aniline and N-tert.butoxycarbonyl-piperazine Starting materials: C(C)(C)N(CC)C(C)C (diisopropylethylamine), Cl.COC(CN)=O (glycine methyl ester hydrochloride), CC1=C(CO)C=CC=C1 (2-methylbenzyl alcohol), C(C)(C)N(CC)C(C)C (diisopropylethylamine), CS(=O)(=O)Cl (methanesulfonyl chloride), C(=O)(O)[O-].[Na+] (NaHCO3). Solvent: CN(C)C=O (DMF), C(Cl)Cl (CH2Cl2), CCOC(=O)C (EtOAc). Run at time 1 hour. The product is Cl.COC(CNCC1=C(C=CC=C1)C)=O (2-Methylbenzylglycine methyl ester hydrochloride). RXN SMILES: [CH3:1][C:2]1[CH:9]=[CH:8][CH:7]=[CH:6][C:3]=1[CH2:4]O.C(N(C(C)C)CC)(C)C.CS([Cl:23])(=O)=O.Cl.[CH3:25][O:26][C:27](=[O:30])[CH2:28][NH2:29].C([O-])(O)=O.[Na+]>C(Cl)Cl.CN(C=O)C.CCOC(C)=O>[ClH:23].[CH3:25][O:26][C:27](=[O:30])[CH2:28][NH:29][CH2:4][C:3]1[CH:6]=[CH:7][CH:8]=[CH:9][C:2]=1[CH3:1] |f:3.4,5.6,10.11|. Procedure details: To a solution of 2-methylbenzyl alcohol (100 g, 0.82 mol) and diisopropylethylamine (171 mL, 0.98 mol) in CH2Cl2 (400 mL) at -5° C. was added dropwise methanesulfonyl chloride (74 mL, 0.95 mmol) with stirring under argon. After 1 hr at -5° and 3 hr at 20° C., this solution was added dropwise simultaneously with diisopropylethylamine (428 mL, 2.46 mol) to a slurry of glycine methyl ester hydrochloride (308.8 g, 2.45 mol) in DMF (400 mL) at 0° C. The reaction mixture was allowed to warm to ambient... Starting materials: CON=C(C(=O)NC1[C@@H]2N(C(=C(CS2)CSC2=NN=NN2CCCNC(=O)OC(C)(C)C)C(=O)O)C1=O)C1=NSC(=N1)N (7-[2-methoxyimino-2-(5-amino-1,2,4-thiadiazol-3-yl)acetamido]-3-[1-{3-(N-t-butoxycarbonylamino)propyl}-1H-tetrazol-5-yl]thiomethyl-3-cephem-4-carboxylic acid). The solvent is C(=O)O (formic acid). The product is CON=C(C(=O)NC1[C@@H]2N(C(=C(CS2)CSC2=NN=NN2CCCN)C(=O)O)C1=O)C1=NSC(=N1)N (7-[2-methoxyimino-2-(5-amino-1,2,4-thiadiazol-3-yl)acetamido]-3-[1-(3-aminopropyl)-1H-tetrazol-5-yl]thiomethyl-3-cephem-4-carboxylic acid). Isolated yield 46.5%. Reaction SMILES: [CH3:1][O:2][N:3]=[C:4]([C:38]1[N:42]=[C:41]([NH2:43])[S:40][N:39]=1)[C:5]([NH:7][CH:8]1[C:36](=[O:37])[N:10]2[C:11]([C:33]([OH:35])=[O:34])=[C:12]([CH2:15][S:16][C:17]3[N:21]([CH2:22][CH2:23][CH2:24][NH:25]C(OC(C)(C)C)=O)[N:20]=[N:19][N:18]=3)[CH2:13][S:14][C@H:9]12)=[O:6]>C(O)=O>[CH3:1][O:2][N:3]=[C:4]([C:38]1[N:42]=[C:41]([NH2:43])[S:40][N:39]=1)[C:5]([NH:7][CH:8]1[C:36](=[O:37])[N:10]2[C:11]([C:33]([OH:35])=[O:34])=[C:12]([CH2:15][S:16][C:17]3[N:21]([CH2:22][CH2:23][CH2:24][NH2:25])[N:20]=[N:19][N:18]=3)[CH2:13][S:14][C@H:9]12)=[O:6]. Procedure: A solution of 7-[2-methoxyimino-2-(5-amino-1,2,4-thiadiazol-3-yl)acetamido]-3-[1-{3-(N-t-butoxycarbonylamino)propyl}-1H-tetrazol-5-yl]thiomethyl-3-cephem-4-carboxylic acid (syn isomer) (2.22 g) in formic acid (22 ml) was stirred for 2.5 hours at ambient temperature. The reaction mixture was post-treated in a conventional manner to give 7-[2-methoxyimino-2-(5-amino-1,2,4-thiadiazol-3-yl)acetamido]-3-[1-(3-aminopropyl)-1H-tetrazol-5-yl]thiomethyl-3-cephem-4-carboxylic acid (syn isomer) (0.875 g), ...